Dataset: the Open Reaction Database (ORD), a public repository of structured organic reaction records. Task: describe an organic reaction: reactants, conditions, products, and yield Starting materials: C[Si](C)(C)C#Cc1cncc(C(=O)N=S(C)(=O)c2ccccc2)c1, Nc1ccc(I)cn1. The product is CS(=O)(=NC(=O)c1cncc(C#Cc2ccc(N)nc2)c1)c1ccccc1. RXN SMILES: [CH3:1][S:2](=[N:3][C:4]([c:5]1[cH:6][n:7][cH:8][c:9]([C:11]#[C:12][Si:13]([CH3:14])([CH3:15])[CH3:16])[cH:10]1)=[O:17])([c:18]1[cH:19][cH:20][cH:21][cH:22][cH:23]1)=[O:24].[NH2:25][c:26]1[n:27][cH:28][c:29]([I:32])[cH:30][cH:31]1>>[CH3:1][S:2](=[N:3][C:4]([c:5]1[cH:6][n:7][cH:8][c:9]([C:11]#[C:12][c:29]2[cH:28][n:27][c:26]([NH2:25])[cH:31][cH:30]2)[cH:10]1)=[O:17])([c:18]1[cH:19][cH:20][cH:21][cH:22][cH:23]1)=[O:24]. Starting materials: [N+](=O)([O-])C1=CC=C(CBr)C=C1 (4-nitrobenzylbromide), C1(=CC=CC=C1)P(C1=CC=CC=C1)C1=CC=CC=C1 (triphenylphosphine), C(Cl)(Cl)Cl (chloroform). Run in C1CCOC1 (THF). Product: [Br-].[N+](=O)([O-])C1=CC=C(C[P+](C2=CC=CC=C2)(C2=CC=CC=C2)C2=CC=CC=C2)C=C1 (p-nitrobenzyl triphenylphosphonium bromide). Yield: 98.8%. Reaction SMILES: [N+:1]([C:4]1[CH:11]=[CH:10][C:7]([CH2:8][Br:9])=[CH:6][CH:5]=1)([O-:3])=[O:2].[C:12]1([P:18]([C:25]2[CH:30]=[CH:29][CH:28]=[CH:27][CH:26]=2)[C:19]2[CH:24]=[CH:23][CH:22]=[CH:21][CH:20]=2)[CH:17]=[CH:16][CH:15]=[CH:14][CH:13]=1.C(Cl)(Cl)Cl>C1COCC1>[Br-:9].[N+:1]([C:4]1[CH:11]=[CH:10][C:7]([CH2:8][P+:18]([C:19]2[CH:20]=[CH:21][CH:22]=[CH:23][CH:24]=2)([C:25]2[CH:30]=[CH:29][CH:28]=[CH:27][CH:26]=2)[C:12]2[CH:13]=[CH:14][CH:15]=[CH:16][CH:17]=2)=[CH:6][CH:5]=1)([O-:3])=[O:2] |f:4.5|. Procedure details: A mixture of 4-nitrobenzylbromide (25.0 g, 0.116 mol), triphenylphosphine (30.4 g, 0.116 mol) and chloroform (120 ml) was refluxed for 2 hours with stirring. The mixture was cooled to room temperature, diluted with THF (250 ml) and cooled in a freezer for 4 hours. The solid was collected and dried under vacuum to give p-nitrobenzyl triphenylphosphonium bromide (54.8 g, 99%). Starting materials: C(C)(C)(C)OC(=O)N1CCC(CC1)C([C@@]1(CN2C(O1)=NC(=C2)[N+](=O)[O-])C)NC ((S)-2-{[1-(Tert-butoxycarbonyl)piperidin-4-yl]-N-methylaminomethyl}-2-methyl-6-nitro-2,3-dihydroimidazo[2,1-b]oxazole), FC(C1=CC=C(CO)C=C1)(F)F (4-(trifluoromethyl)benzyl alcohol), C(=O)(N1C=NC=C1)N1C=NC=C1 (1,1′-carbonyldiimidazole), FC(C(=O)O)(F)F (trifluoroacetic acid). Solvent: O (water), C(Cl)Cl (methylene chloride), CN(C)C=O (DMF). Reaction conditions: time 5 hour. Yields the product FC(C1=CC=C(COC(=O)N2CCC(CC2)C([C@@]2(CN3C(O2)=NC(=C3)[N+](=O)[O-])C)NC)C=C1)(F)F ((S)-2-{[l-(4-trifluoromethylbenzyloxycarbonyl)piperidin-4-yl]-N-methylaminomethyl}-2-methyl-6-nitro-2,3-dihydroimidazo[2,1-b]oxazole). Yield: 67.9%. Reaction SMILES: C([O:5][C:6]([N:8]1[CH2:13][CH2:12][CH:11]([CH:14]([NH:27][CH3:28])[C@@:15]2([CH3:26])[O:19][C:18]3=[N:20][C:21]([N+:23]([O-:25])=[O:24])=[CH:22][N:17]3[CH2:16]2)[CH2:10][CH2:9]1)=[O:7])(C)(C)C.FC(F)(F)C(O)=O.[F:36][C:37]([F:47])([F:46])[C:38]1[CH:45]=[CH:44][C:41]([CH2:42]O)=[CH:40][CH:39]=1.C(N1C=CN=C1)(N1C=CN=C1)=O>C(Cl)Cl.CN(C=O)C.O>[F:36][C:37]([F:46])([F:47])[C:38]1[CH:45]=[CH:44][C:41]([CH2:42][O:5][C:6]([N:8]2[CH2:13][CH2:12][CH:11]([CH:14]([NH:27][CH3:28])[C@@:15]3([CH3:26])[O:19][C:18]4=[N:20][C:21]([N+:23]([O-:25])=[O:24])=[CH:22][N:17]4[CH2:16]3)[CH2:10][CH2:9]2)=[O:7])=[CH:40][CH:39]=1. Procedure details: (S)-2-{[1-(Tert-butoxycarbonyl)piperidin-4-yl]-N-methylaminomethyl}-2-methyl-6-nitro-2,3-dihydroimidazo[2,1-b]oxazole prepared in Example 225 (400 mg, 1.01 mmol) was dissolved in methylene chloride (1 ml). To the solution, trifluoroacetic acid (1 ml) was added followed by stirring at room temperature for 5 hours. The reaction mixture was concentrated under reduced pressure and added methylene (1 ml) chloride and triethylamine (2 ml). The solution was stirred at room temperature for 5 minutes and... The reactants are C(C1=CC=CC=C1)N1C(N2C(SCCC2)=C(C1=O)CC1=CC=CC=C1)=O (7,9-dibenzyl-3,4-dihydro-2H,6H-pyrimido-[6,1-b][1,3]thiazine-6,8(7H)-dione), B(Br)(Br)Br (boron tribromide), CO (methanol). Solvent: C1(=CC=CC=C1)C (toluene). Run at time 30 minute. Product: C(C1=CC=CC=C1)C=1C(NC(N2C1SCCC2)=O)=O (9-benzyl-3,4-dihydro-2H,6H-pyrimido[6,1-b][1,3]thiazine-6,8(7H)-dione). RXN SMILES: C([N:8]1[C:17](=[O:18])[C:16]([CH2:19][C:20]2[CH:25]=[CH:24][CH:23]=[CH:22][CH:21]=2)=[C:11]2[S:12][CH2:13][CH2:14][CH2:15][N:10]2[C:9]1=[O:26])C1C=CC=CC=1.B(Br)(Br)Br.CO>C1(C)C=CC=CC=1>[CH2:19]([C:16]1[C:17](=[O:18])[NH:8][C:9](=[O:26])[N:10]2[CH2:15][CH2:14][CH2:13][S:12][C:11]=12)[C:20]1[CH:25]=[CH:24][CH:23]=[CH:22][CH:21]=1. Procedure details: To a solution of 9.11 g (25 mmol) of 7,9-dibenzyl-3,4-dihydro-2H,6H-pyrimido-[6,1-b][1,3]thiazine-6,8(7H)-dione in 200 ml of toluene, 12.5 g (50 mmol) of boron tribromide was added under ice cooling conditions, followed by refluxing for 16 hours. After the reaction mixture was cooled, 50 ml of methanol was added, followed by stirring for 30 minutes. After this mixture was concentrated to dryness, methanol-diethyl ether was added to the residue. The resulting precipitate was collected by filtrati...